This data is from the Open Reaction Database (ORD), a public repository of structured organic reaction records. The task is: describe an organic reaction: reactants, conditions, products, and yield Run at time 2 hour. Reaction SMILES: CN1CCOCC1.Cl[C:9]([O:11][CH:12]1[CH2:16][CH2:15][O:14][CH2:13]1)=[O:10].Cl.[C:18]([C:20]1[CH:37]=[CH:36][C:23]([O:24][CH2:25][CH:26]([NH:28][C:29](=[O:35])[C@H:30]([CH:32]([CH3:34])[CH3:33])[NH2:31])[CH3:27])=[CH:22][CH:21]=1)#[N:19].O>C(Cl)Cl>[C:18]([C:20]1[CH:21]=[CH:22][C:23]([O:24][CH2:25][CH:26]([NH:28][C:29](=[O:35])[C@H:30]([CH:32]([CH3:33])[CH3:34])[NH:31][C:9]([O:11][CH:12]2[CH2:16][CH2:15][O:14][CH2:13]2)=[O:10])[CH3:27])=[CH:36][CH:37]=1)#[N:19] |f:2.3|. Procedure details: 1.0 g of N-methylmorpholine, and subsequently 0.7 g of 3-tetrahydrofuranyl chloroformate were added to a suspension containing 1.5 g of N1 -[2-(4-cyanophenoxy)-1-methylethyl]-L-valinamide hydrochloride suspended in 100 ml of methylene chloride at -20° C. The mixture was allowed to sit and warm naturally to room temperature and stirred for 2 hours at room temperature. Water was subsequently added to the reaction mixture. After the dichloromethane layer was washed with water, the organic layer was... The product is C(#N)C1=CC=C(OCC(C)NC([C@@H](NC(=O)OC2COCC2)C(C)C)=O)C=C1 (N1 -[2-(4-cyanophenoxy)-1-methylethyl)-N2 -(3-tetrahydrofuranyl)oxycarbonyl-L-valinamide), powder. Starting materials: Cl.C(#N)C1=CC=C(OCC(C)NC([C@@H](N)C(C)C)=O)C=C1 (N1 -[2-(4-cyanophenoxy)-1-methylethyl]-L-valinamide hydrochloride), CN1CCOCC1 (N-methylmorpholine), ClC(=O)OC1COCC1 (3-tetrahydrofuranyl chloroformate), O (Water). Isolated yield 61.0%. The solvent is C(Cl)Cl (methylene chloride).